From a dataset of the Open Reaction Database (ORD), a public repository of structured organic reaction records. describe an organic reaction: reactants, conditions, products, and yield The reactants are C1COCCN1, C1CCOC1, CC(=O)O, COc1ccc(C=O)c2sc(N)nc12, [Na+], O=C([O-])O, O. The product is COc1ccc(CN2CCOCC2)c2sc(N)nc12. RXN SMILES: [CH2:15]1[CH2:16][O:17][CH2:18][CH2:19][NH:20]1.[CH2:30]1[O:31][CH2:32][CH2:33][CH2:34]1.[CH3:21][C:22](=[O:23])[OH:24].[NH2:1][c:2]1[s:3][c:4]2[c:5]([n:6]1)[c:7]([O:13][CH3:14])[cH:8][cH:9][c:10]2[CH:11]=[O:12].[Na+:29].[O-:25][C:26]([OH:27])=[O:28].[OH2:35]>>[NH2:1][c:2]1[s:3][c:4]2[c:5]([n:6]1)[c:7]([O:13][CH3:14])[cH:8][cH:9][c:10]2[CH2:11][N:20]1[CH2:15][CH2:16][O:17][CH2:18][CH2:19]1. Starting materials: CC(=O)[O-], CO, Cn1ccc2c1C(=O)CCN(CCCCl)S2(=O)=O, Cl, NO, [Na+]. Product: Cn1ccc2c1C(=NO)CCN(CCCCl)S2(=O)=O. RXN SMILES: [CH3:23][C:24](=[O:25])[O-:26].[CH3:27][OH:28].[Cl:1][CH2:2][CH2:3][CH2:4][N:5]1[S:6](=[O:17])(=[O:18])[c:7]2[c:8]([n:13]([CH3:16])[cH:14][cH:15]2)[C:9](=[O:12])[CH2:10][CH2:11]1.[ClH:19].[NH2:20][OH:21].[Na+:22]>>[Cl:1][CH2:2][CH2:3][CH2:4][N:5]1[S:6](=[O:17])(=[O:18])[c:7]2[c:8]([n:13]([CH3:16])[cH:14][cH:15]2)[C:9](=[N:20][OH:21])[CH2:10][CH2:11]1. As a reaction SMILES: ClCCl.B(Br)(Br)Br.C(Cl)(Cl)Cl.C[O:13][C:14]1[CH:19]=[CH:18][C:17]([C:20]2[C:21]3[CH:32]=[CH:31][N:30]=[CH:29][C:22]=3[C:23]3[N:24]([CH:26]=[N:27][N:28]=3)[N:25]=2)=[CH:16][CH:15]=1>O>[N:28]1[N:27]=[CH:26][N:24]2[C:23]=1[C:22]1[CH:29]=[N:30][CH:31]=[CH:32][C:21]=1[C:20]([C:17]1[CH:16]=[CH:15][C:14]([OH:13])=[CH:19][CH:18]=1)=[N:25]2. The reactants are ClCCl (dichloromethane), B(Br)(Br)Br (boron tribromide), C(Cl)(Cl)Cl (chloroform), COC1=CC=C(C=C1)C=1C2=C(C=3N(N1)C=NN3)C=NC=C2 (6-(4-methoxyphenyl)-pyrido[3,4-d][1,2,4]triazolo[4,3-b]pyridazine). Procedure details: 4.0 ml (4.0 mmol) of a dichloromethane solution of 1 M boron tribromide was added to a chloroform solution (10 ml) of 417 mg of 6-(4-methoxyphenyl)-pyrido[3,4-d][1,2,4]triazolo[4,3-b]pyridazine, and then stirred overnight at room temperature. Water was added to the reaction liquid, extracted with chloroform, and the organic layer was washed with saturated saline water. This was dried with anhydrous sodium sulfate, and concentrated under reduced pressure to obtain 421 mg of 4-(pyrido[3,4-d][1,2,4... Reaction conditions: time 8 hour. Solvent: O (Water). Isolated yield 106.3%. Product: N=1N=CN2N=C(C3=C(C21)C=NC=C3)C3=CC=C(C=C3)O (4-(pyrido[3,4-d][1,2,4]triazolo[4,3-b]pyridazin-6-yl)-phenol). Starting materials: C(#N)C(C(=O)N)=C(SC)SC (2-cyano-3,3-bis(methylthio)acrylamide), C(C)(C)C1=CC=C(N)C=C1 (4-isopropylaniline), amide. Run in C(C)O (ethanol). Run at temperature 75 celsius. The product is C(#N)C(C(=O)N)=C(SC)NC1=CC=C(C=C1)C(C)C (2-cyano-3-((4-isopropylphenyl)amino)-3-(methylthio)acrylamide). Isolated yield 62.0%. As a reaction SMILES: [C:1]([C:3](=[C:7]([S:10][CH3:11])SC)[C:4]([NH2:6])=[O:5])#[N:2].[CH:12]([C:15]1[CH:21]=[CH:20][C:18]([NH2:19])=[CH:17][CH:16]=1)([CH3:14])[CH3:13]>C(O)C>[C:1]([C:3](=[C:7]([NH:19][C:18]1[CH:20]=[CH:21][C:15]([CH:12]([CH3:14])[CH3:13])=[CH:16][CH:17]=1)[S:10][CH3:11])[C:4]([NH2:6])=[O:5])#[N:2]. Procedure: To a solution of 1.50 g (2-cyano-3,3-bis(methylthio)acrylamide) in 15 mL of ethanol. was added 1.084 mL (1.0 eq.) of 4-isopropylaniline, and the reaction was stirred at 75° C. until starting amide was absent as confirmed by HPLC. Once complete (18 hrs), the reaction was brought to room temperature and filtered to obtain 2-cyano-3-((4-isopropylphenyl)amino)-3-(methylthio)acrylamide as an off white to light yellow powder as product. Product was allowed to dry under vacuum for 1 hr (1.360 g, 62% yi... The reactants are CS(=O)(=O)C1=CC=C(OC=2C=C(C(=NC2)[N+](=O)[O-])OCCOC)C=C1 (5-(4-Methanesulfonyl-phenoxy)-3-(2-methoxy-ethoxy)-2-nitro-pyridine), O (water). Reagents/catalysts: [Zn] (zinc). Run in C(C)(=O)O (acetic acid). Conditions: temperature 105 celsius. Yields the product CS(=O)(=O)C1=CC=C(OC=2C=C(C(=NC2)N)OCCOC)C=C1 (5-(4-Methanesulfonyl-phenoxy)-3-(2-methoxy-ethoxy)-pyridine-2-ylamine). The yield is 96.0%. As a reaction SMILES: [CH3:1][S:2]([C:5]1[CH:25]=[CH:24][C:8]([O:9][C:10]2[CH:11]=[C:12]([O:19][CH2:20][CH2:21][O:22][CH3:23])[C:13]([N+:16]([O-])=O)=[N:14][CH:15]=2)=[CH:7][CH:6]=1)(=[O:4])=[O:3].O>C(O)(=O)C.[Zn]>[CH3:1][S:2]([C:5]1[CH:25]=[CH:24][C:8]([O:9][C:10]2[CH:11]=[C:12]([O:19][CH2:20][CH2:21][O:22][CH3:23])[C:13]([NH2:16])=[N:14][CH:15]=2)=[CH:7][CH:6]=1)(=[O:4])=[O:3]. Procedure: 5-(4-Methanesulfonyl-phenoxy)-3-(2-methoxy-ethoxy)-2-nitro-pyridine (0.39 mmol) is dissolved in acetic acid (4 ml). After addition of water (1.2 ml), zinc powder (6.3 eq.) is added and the reaction suspension is heated to 105° C. for 90 minutes. The reaction suspension is cooled to room temperature and filtrated. The filtrate is pored into 3.5% NaOH (30 ml) and extracted with dichloromethane. The combined organic layers are washed with brine, dried over MgSO4 and the solvent is removed in vacuo....